This data is from the Open Reaction Database (ORD), a public repository of structured organic reaction records. The task is: describe an organic reaction: reactants, conditions, products, and yield Reactants: O (Water), C(C)N1C2=CC=CC=C2C=2C=C(C=CC12)NC(CC(CCO)(C)O)=O (N-(9-ethyl-9H-carbazol-3-yl)-3,5-dihydroxy-3-methylpentanamide), ClC1=C(C#N)C=CC(=C1)F (2-chloro-4-fluorobenzonitrile), CC(C)([O-])C.[K+] (potassium t-butoxide). The solvent is C1CCOC1 (THF). Run at time 14 hour. Yields the product ClC=1C=C(OCCC(CC(=O)NC=2C=CC=3N(C4=CC=CC=C4C3C2)CC)(C)O)C=CC1C#N (5-(3-chloro-4-cyanophenoxy)-N-(9-ethyl-9H-carbazol-3-yl)-3-hydroxy-3-methylpentanamide). Isolated yield 48.6%. Reaction SMILES: [CH2:1]([N:3]1[C:15]2[CH:14]=[CH:13][C:12]([NH:16][C:17](=[O:25])[CH2:18][C:19]([OH:24])([CH3:23])[CH2:20][CH2:21][OH:22])=[CH:11][C:10]=2[C:9]2[C:4]1=[CH:5][CH:6]=[CH:7][CH:8]=2)[CH3:2].[Cl:26][C:27]1[CH:34]=[C:33](F)[CH:32]=[CH:31][C:28]=1[C:29]#[N:30].CC(C)([O-])C.[K+].O>C1COCC1>[Cl:26][C:27]1[CH:34]=[C:33]([CH:32]=[CH:31][C:28]=1[C:29]#[N:30])[O:22][CH2:21][CH2:20][C:19]([OH:24])([CH3:23])[CH2:18][C:17]([NH:16][C:12]1[CH:13]=[CH:14][C:15]2[N:3]([CH2:1][CH3:2])[C:4]3[C:9]([C:10]=2[CH:11]=1)=[CH:8][CH:7]=[CH:6][CH:5]=3)=[O:25] |f:2.3|. Procedure details: To a solution of the compound obtained in Step 1 (348 mg, 1.02 mmol) and 2-chloro-4-fluorobenzonitrile (159 mg, 1.02 mmol) in THF (10 mL) was added potassium t-butoxide (287 mg, 2.56 mmol), and the mixture was stirred at room temperature for 14 hr. Water was poured into the reaction mixture, and the mixture was extracted with ethyl acetate. The organic layer was washed with water and saturated brine, and dried, and the solvent was evaporated under reduced pressure. The obtained residue was purif... Reactants: COc1ccc(CC(=O)O)cc1Br, Cc1ccc(CCO)cc1Br, Cc1ccc(CC(=O)O)cc1Br. Product: COc1ccc(CCO)cc1Br. As a reaction SMILES: [Br:12][c:13]1[cH:14][c:15]([CH2:21][C:22](=[O:23])[OH:24])[cH:16][cH:17][c:18]1[O:19][CH3:20].[Br:1][c:2]1[cH:3][c:4]([CH2:5][CH2:6][OH:7])[cH:8][cH:9][c:10]1[CH3:11].[Br:25][c:26]1[cH:27][c:28]([CH2:29][C:30]([OH:31])=[O:32])[cH:33][cH:34][c:35]1[CH3:36]>>[Br:12][c:13]1[cH:14][c:15]([CH2:21][CH2:22][OH:23])[cH:16][cH:17][c:18]1[O:19][CH3:20]. Starting materials: CCOc1cc(C(C)(C)C)ncc1C1=NC(C)(c2ccc(Cl)cc2)C(C)(c2ccc(Cl)cc2)N1C(=O)N1CCC(CC(=O)O)CC1, Cc1ccc(Cl)c(N)c1. Product: CCOc1cc(C(C)(C)C)ncc1C1=NC(C)(c2ccc(Cl)cc2)C(C)(c2ccc(Cl)cc2)N1C(=O)N1CCC(CC(=O)Nc2cc(C)ccc2Cl)CC1. As a reaction SMILES: [C:1]([CH3:2])([CH3:3])([CH3:4])[c:5]1[cH:6][c:7]([O:44][CH2:45][CH3:46])[c:8]([C:11]2=[N:15][C:14]([CH3:16])([c:17]3[cH:18][cH:19][c:20]([Cl:23])[cH:21][cH:22]3)[C:13]([CH3:24])([c:25]3[cH:26][cH:27][c:28]([Cl:31])[cH:29][cH:30]3)[N:12]2[C:32](=[O:33])[N:34]2[CH2:35][CH2:36][CH:37]([CH2:40][C:41](=[O:42])[OH:43])[CH2:38][CH2:39]2)[cH:9][n:10]1.[Cl:47][c:48]1[c:49]([NH2:50])[cH:51][c:52]([CH3:55])[cH:53][cH:54]1>>[C:1]([CH3:2])([CH3:3])([CH3:4])[c:5]1[cH:6][c:7]([O:44][CH2:45][CH3:46])[c:8]([C:11]2=[N:15][C:14]([CH3:16])([c:17]3[cH:18][cH:19][c:20]([Cl:23])[cH:21][cH:22]3)[C:13]([CH3:24])([c:25]3[cH:26][cH:27][c:28]([Cl:31])[cH:29][cH:30]3)[N:12]2[C:32](=[O:33])[N:34]2[CH2:35][CH2:36][CH:37]([CH2:40][C:41](=[O:43])[NH:50][c:49]3[c:48]([Cl:47])[cH:54][cH:53][c:52]([CH3:55])[cH:51]3)[CH2:38][CH2:39]2)[cH:9][n:10]1. Starting materials: COC1=C(C=CC=C1)N1CCN(CC1)CCC(=O)OCC (ethyl 3-(4-(methoxyphenyl)piperazin-1-yl)propanoate), [BH4-].[Na+] (sodium borohydride). Solvent: C(C)O (ethanol). Yields the product COC1=C(C=CC=C1)N1CCN(CC1)CCCO (3-(4-(methoxyphenyl)piperazin-1-yl)propan-1-ol). RXN SMILES: [CH3:1][O:2][C:3]1[CH:8]=[CH:7][CH:6]=[CH:5][C:4]=1[N:9]1[CH2:14][CH2:13][N:12]([CH2:15][CH2:16][C:17](OCC)=[O:18])[CH2:11][CH2:10]1.[BH4-].[Na+]>C(O)C>[CH3:1][O:2][C:3]1[CH:8]=[CH:7][CH:6]=[CH:5][C:4]=1[N:9]1[CH2:10][CH2:11][N:12]([CH2:15][CH2:16][CH2:17][OH:18])[CH2:13][CH2:14]1 |f:1.2|. Procedure: A mixture of ethyl 3-(4-(methoxyphenyl)piperazin-1-yl)propanoate (17a) (0.0048 mol) and sodium borohydride (5.4 g, 0.14 mol) in 100 mL anhydrous ethanol was refluxed for overnight (12 h). The progress of the reaction was monitored by thin layer chromatography (TLC). The reaction mixture was concentrated on rotavapor. The residue was diluted with DCM, washed with saturated aqueous NaHCO3 solution (25 mL×2) and water (25 mL), dried over sodium sulphate (Na2SO4) and evaporated under reduced pressur... The reactants are Brc1cccnc1, C1CNCCN1, CC(C)(C)[O-], Cc1ccccc1, O=C(C=Cc1ccccc1)C=Cc1ccccc1, O=C(C=Cc1ccccc1)C=Cc1ccccc1, O=C(C=Cc1ccccc1)C=Cc1ccccc1, [Na+], O, [Pd], [Pd]. The product is c1cncc(N2CCNCC2)c1. As a reaction SMILES: [Br:1][c:2]1[cH:3][n:4][cH:5][cH:6][cH:7]1.[CH2:8]1[CH2:9][NH:10][CH2:11][CH2:12][NH:13]1.[CH3:14][C:15]([CH3:16])([O-:17])[CH3:18].[CH3:20][c:21]1[cH:22][cH:23][cH:24][cH:25][cH:26]1.[CH:30](=[CH:31][C:32]([CH:33]=[CH:34][c:35]1[cH:36][cH:37][cH:38][cH:39][cH:40]1)=[O:41])[c:42]1[cH:43][cH:44][cH:45][cH:46][cH:47]1.[CH:48](=[CH:49][C:50]([CH:51]=[CH:52][c:53]1[cH:54][cH:55][cH:56][cH:57][cH:58]1)=[O:59])[c:60]1[cH:61][cH:62][cH:63][cH:64][cH:65]1.[CH:66](=[CH:67][C:68]([CH:69]=[CH:70][c:71]1[cH:72][cH:73][cH:74][cH:75][cH:76]1)=[O:77])[c:78]1[cH:79][cH:80][cH:81][cH:82][cH:83]1.[Na+:19].[OH2:27].[Pd:28].[Pd:29]>>[c:2]1([N:10]2[CH2:9][CH2:8][NH:13][CH2:12][CH2:11]2)[cH:3][n:4][cH:5][cH:6][cH:7]1. Reactants: [Cl-].[NH4+] (ammonium chloride), CC1(C(C(CC1)(C)C)=O)C (2,2,5,5-tetramethylcyclopentanone), solution, C[Mg]Br (methyl magnesium bromide). The solvent is CCOCC (ether), CCOCC (ether). Conditions: time 8 hour. Product: CC1(C(CCC1(C)C)(C)C)O (1,2,2,5,5-pentamethylcyclopentanol). As a reaction SMILES: [CH3:1][C:2]1([CH3:10])[CH2:6][CH2:5][C:4]([CH3:8])([CH3:7])[C:3]1=[O:9].[CH3:11][Mg]Br.[Cl-].[NH4+]>CCOCC>[CH3:11][C:3]1([OH:9])[C:4]([CH3:8])([CH3:7])[CH2:5][CH2:6][C:2]1([CH3:10])[CH3:1] |f:2.3|. Procedure details: A solution of 2,2,5,5-tetramethylcyclopentanone (30 g, 0.215 mole) in ether (50 ml) was treated, under nitrogen, with a 3M solution of methyl magnesium bromide in ether (100 ml). The reaction mixture was stirred overnight at room temperature and saturated aqueous ammonium chloride (65 ml) then added dropwise. The mixture was stirred for 10 minutes, the ether solution decanted and the solid residue triturated with ether. The ether extracts were dried (Na2SO4) and evaporated under reduced pressure... Starting materials: O=P(OCC)(OCC)C=1C=CC=CC1Br. Reagents/catalysts: O1B(OC(C)(C)C1(C)C)B2OC(C)(C)C(O2)(C)C, O=C(NC=1C=CC=CC1C=2C=NC(=CC2)C3=NC=CC=C3)NC4CCCCC4, C[OH2+].C[OH2+].C1CC=CCCC=C1.C1CC=CCCC=C1.[Ir].[Ir]. Run in C=1C=C(C=CC1C)C. Run at temperature 40 celsius, time 16 hour. Yields the product O=P(OCC)(OCC)C1=CC(=CC=C1Br)B2OC(C)(C)C(O2)(C)C, O=P(OCC)(OCC)C1=CC=C(C=C1Br)B2OC(C)(C)C(O2)(C)C. Yield: 7.0%. The reactants are C1(CC1)N1C=C(C(C=2C=C3C(=NC12)C=C(C(=C3)F)F)=O)C(=O)OCC (1-cyclopropyl-3-ethoxycarbonyl-7,8-difluoro-4-oxo-1,4-dihydrobenzo[b][1,8]naphthyridine), Cl.Cl.CN(C1CNC1)C (3-(dimethylamino)azetidine dihydrochloride). Yields the product C1(CC1)N1C=C(C(C=2C=C3C(=NC12)C=C(C(=C3)F)N3CC(C3)N(C)C)=O)C(=O)OCC (1-cyclopropyl-8-(3-dimethylamino-1-azetidinyl)-3-ethoxycarbonyl-7-fluoro-4-oxo-1,4-dihydrobenzo[b][1,8]naphthyridine). Isolated yield 69.5%. As a reaction SMILES: [CH:1]1([N:4]2[C:13]3[N:12]=[C:11]4[CH:14]=[C:15](F)[C:16]([F:18])=[CH:17][C:10]4=[CH:9][C:8]=3[C:7](=[O:20])[C:6]([C:21]([O:23][CH2:24][CH3:25])=[O:22])=[CH:5]2)[CH2:3][CH2:2]1.Cl.Cl.[CH3:28][N:29]([CH3:34])[CH:30]1[CH2:33][NH:32][CH2:31]1>>[CH:1]1([N:4]2[C:13]3[N:12]=[C:11]4[CH:14]=[C:15]([N:32]5[CH2:33][CH:30]([N:29]([CH3:34])[CH3:28])[CH2:31]5)[C:16]([F:18])=[CH:17][C:10]4=[CH:9][C:8]=3[C:7](=[O:20])[C:6]([C:21]([O:23][CH2:24][CH3:25])=[O:22])=[CH:5]2)[CH2:2][CH2:3]1 |f:1.2.3|. Procedure details: 1-Cyclopropyl-8-(3-dimethylamino-1-azetidinyl)-3-ethoxycarbonyl-7-fluoro-4-oxo-1,4-dihydrobenzo[b][1,8]naphthyridine was prepared under the conditions described in Example 4, but starting with 1.4 g of 1-cyclopropyl-3-ethoxycarbonyl-7,8-difluoro-4-oxo-1,4-dihydrobenzo[b][1,8]naphthyridine and 1.04 g of 3-(dimethylamino)azetidine dihydrochloride. After concentration of the combined organic extracts to dryness, the solid obtained is recrystallized in 40 cm3 of ethanol. 1.2 g of 1-cyclopropyl-8-(3-... The reactants are azides, ClCCCS(=O)(=O)OCC([C@H](C(=O)OC)OCC1=CC=CC=C1)(C)C (Methyl (2R)-4-[(3-chloropropyl)sulfonyloxy]-3,3-dimethyl-2-(phenylmethoxy)butanoate), [N-]=[N+]=[N-].[Na+] (sodium azide). Solvent: CS(=O)C (dimethyl sulfoxide). The product is N(=[N+]=[N-])CCCS(=O)(=O)OCC([C@H](C(=O)OC)OCC1=CC=CC=C1)(C)C (Methyl (2R)-4-[(3-azidopropyl)sulfonyloxy]-3,3-dimethyl-2-(phenylmethoxy)butanoate). Reaction SMILES: Cl[CH2:2][CH2:3][CH2:4][S:5]([O:8][CH2:9][C:10]([CH3:25])([CH3:24])[C@@H:11]([O:16][CH2:17][C:18]1[CH:23]=[CH:22][CH:21]=[CH:20][CH:19]=1)[C:12]([O:14][CH3:15])=[O:13])(=[O:7])=[O:6].[N-:26]=[N+:27]=[N-:28].[Na+]>CS(C)=O>[N:26]([CH2:2][CH2:3][CH2:4][S:5]([O:8][CH2:9][C:10]([CH3:25])([CH3:24])[C@@H:11]([O:16][CH2:17][C:18]1[CH:23]=[CH:22][CH:21]=[CH:20][CH:19]=1)[C:12]([O:14][CH3:15])=[O:13])(=[O:7])=[O:6])=[N+:27]=[N-:28] |f:1.2|. Procedure details: Following the general procedure for the preparation of azides of Description 16, methyl (2R)-4-[(3-chloropropyl)sulfonyloxy]-3,3-dimethyl-2-(phenylmethoxy)butanoate (24a) (0.62 g, 1.6 mmol) dissolved in 5 mL of anhydrous dimethyl sulfoxide (DMSO) was reacted with 0.24 g (3.2 mmol) of sodium azide (NaN3). After work-up, the crude material (24b) was used in the next step without further purification. MS (ESI) m/z 421.96 (M+Na)+. The reactants are C(=O)([O-])[O-].[Na+].[Na+] (Na2CO3), N[C@H](CNC1=CC=C(C(=N1)C1=CC=NC=C1)Br)CC1=CC=CC=C1 (6-((S)-2-Amino-3-phenylpropylamino)-3-bromo-2-(4-pyridyl)pyridine), CC=1C=C(C=CC1)B(O)O (3-methylbenzene boronic acid). The reagents and catalysts are C=1C=CC(=CC1)[P](C=2C=CC=CC2)(C=3C=CC=CC3)[Pd]([P](C=4C=CC=CC4)(C=5C=CC=CC5)C=6C=CC=CC6)([P](C=7C=CC=CC7)(C=8C=CC=CC8)C=9C=CC=CC9)[P](C=1C=CC=CC1)(C=1C=CC=CC1)C=1C=CC=CC1 (Pd(PPh3)4). The solvent is C1(=CC=CC=C1)C (toluene). Yields the product N[C@H](CNC1=CC=C(C(=N1)C1=CC=NC=C1)C1=CC(=CC=C1)C)CC1=CC=CC=C1 (6-((S)-2-Amino-3-phenylpropylamino)-3-(3-methylphenyl)-2-(4-pyridyl)pyridine). RXN SMILES: [NH2:1][C@@H:2]([CH2:18][C:19]1[CH:24]=[CH:23][CH:22]=[CH:21][CH:20]=1)[CH2:3][NH:4][C:5]1[N:10]=[C:9]([C:11]2[CH:16]=[CH:15][N:14]=[CH:13][CH:12]=2)[C:8](Br)=[CH:7][CH:6]=1.[CH3:25][C:26]1[CH:27]=[C:28](B(O)O)[CH:29]=[CH:30][CH:31]=1.C([O-])([O-])=O.[Na+].[Na+]>C1C=CC([P]([Pd]([P](C2C=CC=CC=2)(C2C=CC=CC=2)C2C=CC=CC=2)([P](C2C=CC=CC=2)(C2C=CC=CC=2)C2C=CC=CC=2)[P](C2C=CC=CC=2)(C2C=CC=CC=2)C2C=CC=CC=2)(C2C=CC=CC=2)C2C=CC=CC=2)=CC=1.C1(C)C=CC=CC=1>[NH2:1][C@@H:2]([CH2:18][C:19]1[CH:24]=[CH:23][CH:22]=[CH:21][CH:20]=1)[CH2:3][NH:4][C:5]1[N:10]=[C:9]([C:11]2[CH:16]=[CH:15][N:14]=[CH:13][CH:12]=2)[C:8]([C:30]2[CH:29]=[CH:28][CH:27]=[C:26]([CH3:25])[CH:31]=2)=[CH:7][CH:6]=1 |f:2.3.4,^1:44,46,65,84|. Reported procedure: To a stirred, degassed mixture of 6-((S)-2-Amino-3-phenylpropylamino)-3-bromo-2-(4-pyridyl)pyridine (4.2 gm, 10.9 mmole), 3-methylbenzene boronic acid (1.8 gm, 13 mmole), in aqueous 2 M Na2CO3 (50 mL) and toluene (50 mL) at rt was added Pd(PPh3)4(400 mg, 0.35 mmole). The mixture was heated to reflux for 12 hrs, cooled to rt, and extracted with toluene. The combined organic layers were washed with brine, concentrated and purified (SiO2, CH2Cl2/MeOH/NH4OH: 100/11/8) to give the title compound. MS ...